This data is from the Open Reaction Database (ORD), a public repository of structured organic reaction records. The task is: describe an organic reaction: reactants, conditions, products, and yield Starting materials: [Si](C)(C)(C(C)(C)C)N1C(CC1CCOC(C)=O)=O (1-(t-butyldimethylsilyl)-4-(2-acetoxyethyl)-2-azetidinone), C[O-].[Na+] (NaOMe). Solvent: CO (methanol), CO (MeOH). Reaction conditions: time 2 hour. The product is [Si](C)(C)(C(C)(C)C)N1C(CC1CCO)=O (1-(t-butyldimethylsilyl)-4-(2-hydroxyethyl)-2-azetidinone). Isolated yield 45.3%. As a reaction SMILES: [Si:1]([N:8]1[CH:11]([CH2:12][CH2:13][O:14]C(=O)C)[CH2:10][C:9]1=[O:18])([C:4]([CH3:7])([CH3:6])[CH3:5])([CH3:3])[CH3:2].C[O-].[Na+]>CO>[Si:1]([N:8]1[CH:11]([CH2:12][CH2:13][OH:14])[CH2:10][C:9]1=[O:18])([C:4]([CH3:7])([CH3:6])[CH3:5])([CH3:3])[CH3:2] |f:1.2|. Procedure details: 1-(t-butyldimethylsilyl)-4-(2-acetoxyethyl)-2-azetidinone (1.94 g, 7.15 mmol) is dissolved in anhydrous methanol (20 ml) cooled to 0° and a solution of NaOMe (0.36 mmol) in MeOH (0.5 ml) is added to the mixture stirred at 0° for 2 hours. HOAC (0.1 ml) is added the mixture is evaporated under vacuum and the residue is taken up in CH2Cl2 ; washed with water, 5% NaHCO3, dried and evaporated to a pale yellow oil This is chromatographed on silica gel using EtOAc as eluant, to give 1-(t-butyldimethyls... The reactants are C1(=CC=CC=C1)CCCN (3-phenylpropan-1-amine), C(CC)NC(=O)C1=CC=C(C=C1)NC(=O)N1CC2=CC=C(C=C2C1)C(=O)O (2-{[4-(propylcarbamoyl)phenyl]carbamoyl}isoindoline-5-carboxylic acid), C1N(CC2=CC=CC=C12)C(=O)NC1=CC=C(C(=O)O)C=C1 (4-(isoindoline-2-carboxamido)benzoic acid). Yields the product CN(CCNC(=O)C=1C=C2CN(CC2=CC1)C(=O)NC1=CC=C(C=C1)C(NCCC)=O)C (N5-[2-(dimethylamino)ethyl]-N2-[4-(propylcarbamoyl)phenyl]-1,3-dihydro-2H-isoindole-2,5-dicarboxamide). RXN SMILES: C1(C[CH2:8][CH2:9][NH2:10])C=CC=CC=1.[CH2:11]([NH:14][C:15]([C:17]1[CH:22]=[CH:21][C:20]([NH:23][C:24]([N:26]2[CH2:34][C:33]3[C:28](=[CH:29][CH:30]=[C:31]([C:35]([OH:37])=O)[CH:32]=3)[CH2:27]2)=[O:25])=[CH:19][CH:18]=1)=[O:16])[CH2:12][CH3:13].[CH2:38]1C2C(=CC=CC=2)[CH2:40][N:39]1C(NC1C=CC(C(O)=O)=CC=1)=O>>[CH3:38][N:39]([CH3:40])[CH2:8][CH2:9][NH:10][C:35]([C:31]1[CH:32]=[C:33]2[C:28](=[CH:29][CH:30]=1)[CH2:27][N:26]([C:24]([NH:23][C:20]1[CH:19]=[CH:18][C:17]([C:15](=[O:16])[NH:14][CH2:11][CH2:12][CH3:13])=[CH:22][CH:21]=1)=[O:25])[CH2:34]2)=[O:37]. Procedure: The title compound was prepared as described in Example 1C, substituting N1,N1-dimethylethane-1,2-diamine for 3-phenylpropan-1-amine and 2-{[4-(propylcarbamoyl)phenyl]carbamoyl}isoindoline-5-carboxylic acid for 4-(isoindoline-2-carboxamido)benzoic acid. 1H NMR (300 MHz, DMSO-d6) δ ppm 9.28 (s, 1H), 8.70 (t, J=5.6 Hz, 1H), 8.62 (s, 1H), 8.26 (t, J=5.6 Hz, 1H), 7.86-7.74 (m, 4H), 7.68-7.61 (m, 2H), 7.49 (d, J=7.8 Hz, 1H), 4.84 (bs, 4H), 3.66-3.55 (m, 2H), 3.29-3.12 (m, 4H), 2.90-2.80 (m, 6H), 2.28... Reactants: COc1ccc(CN)cc1, CN1CCCC1=O, Ic1ncc(-c2ccc3cnccc3c2)o1. Product: COc1ccc(CNc2ncc(-c3ccc4cnccc4c3)o2)cc1. As a reaction SMILES: [CH3:17][O:18][c:19]1[cH:20][cH:21][c:22]([CH2:25][NH2:26])[cH:23][cH:24]1.[CH3:27][N:28]1[CH2:29][CH2:30][CH2:31][C:32]1=[O:33].[I:1][c:2]1[o:3][c:4](-[c:7]2[cH:8][c:9]3[cH:10][cH:11][n:12][cH:13][c:14]3[cH:15][cH:16]2)[cH:5][n:6]1>>[c:2]1([NH:26][CH2:25][c:22]2[cH:21][cH:20][c:19]([O:18][CH3:17])[cH:24][cH:23]2)[o:3][c:4](-[c:7]2[cH:8][c:9]3[cH:10][cH:11][n:12][cH:13][c:14]3[cH:15][cH:16]2)[cH:5][n:6]1. The reactants are Cl.ClC1=C(C=C(C=C1)F)C1CCNCC1 (4-(2-Chloro-5-fluorophenyl)piperidine Hydrochloride), C(C)(C)(C)OC(=O)N1CC2=C(CC1)NN=C2C(=O)O (5-(tert-butoxycarbonyl)-4,5,6,7-tetrahydro-1H-pyrazolo[4,3-c]pyridine-3-carboxylic acid), C(C)(C)N(CC)C(C)C (diisopropylethylamine), CCN=C=NCCCN(C)C (EDCI), C=1C=CC2=C(C1)N=NN2O (HOBt). The solvent is O (H2O), CN(C)C=O (DMF). Reaction conditions: time 24 hour. Yields the product ClC1=C(C=C(C=C1)F)C1CCN(CC1)C(=O)C1=NNC2=C1CN(CC2)C(=O)OC(C)(C)C (tert-butyl 3-(4-(2-chloro-5-fluorophenyl)piperidine-1-carbonyl)-6,7-dihydro-1H-pyrazolo[4,3-c]pyridine-5(4H)-carboxylate). Isolated yield 60.2%. Reaction SMILES: Cl.[Cl:2][C:3]1[CH:8]=[CH:7][C:6]([F:9])=[CH:5][C:4]=1[CH:10]1[CH2:15][CH2:14][NH:13][CH2:12][CH2:11]1.[C:16]([O:20][C:21]([N:23]1[CH2:28][CH2:27][C:26]2[NH:29][N:30]=[C:31]([C:32](O)=[O:33])[C:25]=2[CH2:24]1)=[O:22])([CH3:19])([CH3:18])[CH3:17].C(N(C(C)C)CC)(C)C.CCN=C=NCCCN(C)C.C1C=CC2N(O)N=NC=2C=1>CN(C=O)C.O>[Cl:2][C:3]1[CH:8]=[CH:7][C:6]([F:9])=[CH:5][C:4]=1[CH:10]1[CH2:11][CH2:12][N:13]([C:32]([C:31]2[C:25]3[CH2:24][N:23]([C:21]([O:20][C:16]([CH3:19])([CH3:18])[CH3:17])=[O:22])[CH2:28][CH2:27][C:26]=3[NH:29][N:30]=2)=[O:33])[CH2:14][CH2:15]1 |f:0.1|. Procedure: To a solution of 4-(2-chloro-5-fluorophenyl)piperidine hydrochloride (17, 70 mg, 0.28 mmol), 5-(tert-butoxycarbonyl)-4,5,6,7-tetrahydro-1H-pyrazolo[4,3-c]pyridine-3-carboxylic acid (89 mg, 0.34 mmol), and diisopropylethylamine (0.15 mL, 0.84 mmol) in DMF (5.4 mL) was added EDCI (64 mg, 0.34 mmol) and HOBt (45 mg, 0.34 mmol). The resulting solution was stirred at ambient temperature for 24 h. The reaction mixture was diluted with H2O (20 mL) and extracted with EtOAc (4×20 mL). The combined organi...